From a dataset of the Open Reaction Database (ORD), a public repository of structured organic reaction records. describe an organic reaction: reactants, conditions, products, and yield Reactants: ClC1=C(C=CC(=C1)NC(=O)OC(C)(C)C)CN1OCC(C1=O)(C)C (2-[2-chloro-4-(1,1-dimethylethoxycarbonylamino)phenyl]methyl-4,4-dimethyl-3-isoxazolidinone), FC(C(=O)O)(F)F (trifluoroacetic acid), C([O-])([O-])=O.[K+].[K+] (potassium carbonate), O (water). Solvent: C(Cl)Cl (methylene chloride), C(Cl)Cl (methylene chloride). Conditions: time 3.5 hour. Yields the product NC1=CC(=C(C=C1)CN1OCC(C1=O)(C)C)Cl (2-(4-amino-2-chlorophenyl)methyl-4,4-dimethyl-3-isoxazolidinone). Yield: 85.1%. RXN SMILES: [Cl:1][C:2]1[CH:7]=[C:6]([NH:8]C(OC(C)(C)C)=O)[CH:5]=[CH:4][C:3]=1[CH2:16][N:17]1[C:21](=[O:22])[C:20]([CH3:24])([CH3:23])[CH2:19][O:18]1.FC(F)(F)C(O)=O.O.C(=O)([O-])[O-].[K+].[K+]>C(Cl)Cl>[NH2:8][C:6]1[CH:5]=[CH:4][C:3]([CH2:16][N:17]2[C:21](=[O:22])[C:20]([CH3:23])([CH3:24])[CH2:19][O:18]2)=[C:2]([Cl:1])[CH:7]=1 |f:3.4.5|. Reported procedure: To a stirred solution of 2.0 grams (0.006 mole) of 2-[2-chloro-4-(1,1-dimethylethoxycarbonylamino)phenyl]methyl-4,4-dimethyl-3-isoxazolidinone in 10 ml of methylene chloride was added dropwise a solution of 10 ml of trifluoroacetic acid in 10 ml of methylene chloride. Upon completion of addition the reaction mixture stirred at ambient temperature for 3.5 hours. The reaction mixture was slurried with 50 ml of water and neutralized with a saturated aqueous solution of potassium carbonate. A solid ... Reactants: CON(C(=O)C1CC(C1)CC(CC)CC)C (N-methoxy-N-methyl-3-(2-ethylbutyl)cyclobutanecarboxamide), [H-].C(C(C)C)[Al+]CC(C)C (diisobutylaluminum hydride), S(O)(O)(=O)=O (sulfuric acid). Reaction conditions: temperature -78 celsius, time 2.5 hour. Solvent: C(Cl)Cl (methylene chloride). Procedure details: To a solution of N-methoxy-N-methyl-3-(2-ethylbutyl)cyclobutanecarboxamide (13.2 g) in methylene chloride (35 mL) was added dropwise diisobutylaluminum hydride (1.0 M in methylene chloride)(76.0 mL) at −78° C. After stirring at −78° C. for 2.5 hr, 1 M sulfuric acid was added dropwise to the mixture. The mixture was stirred at ice temperature for 20 min. The organic layer was removed, and the aqueous layer was extracted with methylene chloride (15 mL×2). The combined organic layer was washed with... Reaction SMILES: CON(C)[C:4]([CH:6]1[CH2:9][CH:8]([CH2:10][CH:11]([CH2:14][CH3:15])[CH2:12][CH3:13])[CH2:7]1)=[O:5].[H-].C([Al+]CC(C)C)C(C)C.S(=O)(=O)(O)O>C(Cl)Cl>[CH2:14]([CH:11]([CH2:12][CH3:13])[CH2:10][CH:8]1[CH2:9][CH:6]([CH:4]=[O:5])[CH2:7]1)[CH3:15] |f:1.2|. Yields the product C(C)C(CC1CC(C1)C=O)CC (3-(2-Ethylbutyl)cyclobutanecarbaldehyde). The reactants are CC1(OC(=CC(O1)=O)C)C (2,2,6-trimethyl-4H-1,3-dioxin-4-one), C(C)(=O)O[C@@H](CCCCN1C(N(C(=CC1=O)N)C)=O)C ((R)-3-(5-acetoxyhexyl)-6-amino-1-methyluracil). The solvent is C(C)(=O)OCC.C1(=CC=CC=C1)C (ethyl acetate toluene), xylenes, xylenes. Reaction conditions: temperature 160 celsius, time 20 minute. Yields the product C(C)(=O)O[C@@H](CCCCN1C(N(C2=C(C1=O)C(C=C(N2)C)=O)C)=O)C ((R)-3-(5-acetoxyhexyl)-1,7-dimethylpyrido[2,3-d]pyrimidine-2,4,5(1H,3H,8H)-trione), afford(R)-3-(5-acetoxyhexyl)-1,7-dimethylpyrido[2,3-d]pyrimidine-2,4,5(1H,3H,8H)-trione. The yield is 53.0%. Reaction SMILES: [C:1]([O:4][C@H:5]([CH3:20])[CH2:6][CH2:7][CH2:8][CH2:9][N:10]1[C:15](=[O:16])[CH:14]=[C:13]([NH2:17])[N:12]([CH3:18])[C:11]1=[O:19])(=[O:3])[CH3:2].CC1(C)[O:27][C:26](=O)[CH:25]=[C:24]([CH3:29])O1>C(OCC)(=O)C.C1(C)C=CC=CC=1>[C:1]([O:4][C@H:5]([CH3:20])[CH2:6][CH2:7][CH2:8][CH2:9][N:10]1[C:15](=[O:16])[C:14]2[C:26](=[O:27])[CH:25]=[C:24]([CH3:29])[NH:17][C:13]=2[N:12]([CH3:18])[C:11]1=[O:19])(=[O:3])[CH3:2] |f:2.3|. Reported procedure: Alternatively, (R)-3-(5-acetoxyhexyl)-1,7-dimethylpyrido[2,3-d]pyrimidine-2,4,5(1H,3H,8H)-trione was prepared as follows: To a mixture of (R)-3-(5-acetoxyhexyl)-6-amino-1-methyluracil (2.1 g, 7.41 mmol) in xylenes (70 ml) heated to 160° C. was added over 30 minutes a solution of 2,2,6-trimethyl-4H-1,3-dioxin-4-one (2.0 ml, 15.3 mmol) in xylenes (30 ml). After stirring at 160° C. for 20 minutes, the mixture was cooled to room temperature and concentrated under reduced pressure. The residue was pu...